From a dataset of the Open Reaction Database (ORD), a public repository of structured organic reaction records. describe an organic reaction: reactants, conditions, products, and yield The product is COc1cc(CO)nn1-c1ccc(C(F)(F)F)cc1. The reactants are [Al+3], C1CCOC1, COC(=O)c1cc(OC)n(-c2ccc(C(F)(F)F)cc2)n1, [H-], [H-], [H-], [H-], [Li+]. Reaction SMILES: [Al+3:23].[CH2:28]1[O:29][CH2:30][CH2:31][CH2:32]1.[CH3:1][O:2][c:3]1[cH:4][c:5]([C:18](=[O:19])[O:20][CH3:21])[n:6][n:7]1-[c:8]1[cH:9][cH:10][c:11]([C:14]([F:15])([F:16])[F:17])[cH:12][cH:13]1.[H-:22].[H-:25].[H-:26].[H-:27].[Li+:24]>>[CH3:1][O:2][c:3]1[cH:4][c:5]([CH2:18][OH:19])[n:6][n:7]1-[c:8]1[cH:9][cH:10][c:11]([C:14]([F:15])([F:16])[F:17])[cH:12][cH:13]1. Reactants: COC1=CC=C(CN)C=C1 (4-methoxybenzylamine), Br (hydrobromic acid). The product is Br.NCC1=CC=C(C=C1)O (4-(Aminomethyl)phenol monohydrobromide). Yield: 35.0%. Reaction SMILES: C[O:2][C:3]1[CH:10]=[CH:9][C:6]([CH2:7][NH2:8])=[CH:5][CH:4]=1.[BrH:11]>>[BrH:11].[NH2:8][CH2:7][C:6]1[CH:9]=[CH:10][C:3]([OH:2])=[CH:4][CH:5]=1 |f:2.3|. Reported procedure: A mixture of 40.0 g (0.29 mole) of 4-methoxybenzylamine (98%, Aldrich) and 150 mL of 48% hydrobromic acid (Baker) was stirred and heated at reflux for 18 hr, then stirred at ambient temperature for 72 hr. The precipitate was collected by filtration, washed with ethyl ether (300 mL) and dried to give 21.0 g (35%) of the title compound as an off-white solid, mp 215°-217° C. Reactants: C(C)(C)(C)C=1C(=C(/C=C/C2=CC=C(C=C2)NS(=O)(=O)C)C=C(C1)N1C(NC(CC1)=O)=O)OC ((E)-N-(4-(3-tert-butyl-5-(2,4-dioxotetrahydropyrimidin-1(2H)-yl)-2-methoxystyryl)phenyl)methanesulfonamide), FC1=CC=C(CP(OCC)(OCC)=O)C=C1 (diethyl 4-fluorobenzylphosphonate). Product: C(C)(C)(C)C=1C=C(C=C(C1OC)\C=C\C1=CC=C(C=C1)F)N1C(NC(CC1)=O)=O ((E)-1-(3-tert-butyl-5-(4-fluorostyryl)-4-methoxyphenyl) dihydropyrimidine-2,4(1H,3H)-dione), solid. The yield is 46.0%. As a reaction SMILES: [C:1]([C:5]1[C:6]([O:32][CH3:33])=[C:7]([CH:21]=[C:22]([N:24]2[CH2:29][CH2:28][C:27](=[O:30])[NH:26][C:25]2=[O:31])[CH:23]=1)/[CH:8]=[CH:9]/[C:10]1[CH:15]=[CH:14][C:13](NS(C)(=O)=O)=[CH:12][CH:11]=1)([CH3:4])([CH3:3])[CH3:2].[F:34]C1C=CC(CP(=O)(OCC)OCC)=CC=1>>[C:1]([C:5]1[CH:23]=[C:22]([N:24]2[CH2:29][CH2:28][C:27](=[O:30])[NH:26][C:25]2=[O:31])[CH:21]=[C:7](/[CH:8]=[CH:9]/[C:10]2[CH:15]=[CH:14][C:13]([F:34])=[CH:12][CH:11]=2)[C:6]=1[O:32][CH3:33])([CH3:4])([CH3:3])[CH3:2]. Procedure details: The title compound was prepared according the procedures described in Example 1, Part H and Example 1, Part I using the product obtained in Example 1, Part G (50 mg, 0.164 mmol) and diethyl 4-fluorobenzylphosphonate (40.5 mg, 0.164 mmol). The title compound was obtained as a solid (30 mg, 46%). 1H NMR (300 MHz, DMSO-d6): δ ppm 1.37 (s, 9H), 2.72 (t, J=6.6 Hz, 2H), 3.76 (s, 3H), 3.79 (t, =6.6 Hz, 2H), 7.21 (m, 4H), 7.30 (d, J=16.3 Hz, 1H), 7.53 (d, J=2.6 Hz, 1H), 7.73 (m, 2H), 10.35 (s, 1H). Reaction SMILES: Cl.C([O:9][C:10]1[C:15](=[O:16])[CH:14]=[CH:13][N:12]([CH2:17][CH2:18][OH:19])[C:11]=1[CH:20]([OH:28])[C:21]1[CH:26]=[CH:25][C:24]([Cl:27])=[CH:23][CH:22]=1)C1C=CC=CC=1.[OH-].[Na+]>C(OCC)(=O)C>[Cl:27][C:24]1[CH:23]=[CH:22][C:21]([CH:20]([OH:28])[C:11]2[N:12]([CH2:17][CH2:18][OH:19])[CH:13]=[CH:14][C:15](=[O:16])[C:10]=2[OH:9])=[CH:26][CH:25]=1 |f:2.3|. Starting materials: [OH-].[Na+] (sodium hydroxide), Cl (HCl), C(C1=CC=CC=C1)OC1=C(N(C=CC1=O)CCO)C(C1=CC=C(C=C1)Cl)O (3-benzyloxy-1-(2-hydroxy-ethyl)-2-[hydroxy-(4-chloro-phenyl)-methyl]-1H-pyridin-4-one), ice. Run in C(C)(=O)OCC (ethyl acetate). Run at temperature 110 celsius, time 10 minute. Reported procedure: 26 ml of 37% conc. HCl are poured over 2.65 g of 3-benzyloxy-1-(2-hydroxy-ethyl)-2-[hydroxy-(4-chloro-phenyl)-methyl]-1H-pyridin-4-one and the reaction mixture is heated with stirring at 110° C. for 10 minutes. After cooling, 100 g of ice are added. With stirring and cooling in an ice-bath, the reaction mixture is neutralised with approximately 22 ml of conc. sodium hydroxide solution to a pH of 6.5. 50 ml of ethyl acetate are added and stirring is carried out at room temperature for 4 hours. Th... Yields the product ClC1=CC=C(C=C1)C(C=1N(C=CC(C1O)=O)CCO)O (2-[(4-chloro-phenyl)-hydroxy-methyl]-3-hydroxy-1-(2-hydroxy-ethyl)-1H-pyridin-4-one). The reactants are C(CC)N(C1CC2=C(C=CC=C2CC1)CCN)CCC (2-dipropylamino-8-(2-aminoethyl)-1,2,3,4-tetrahydronaphthalene), [O-]C#N.[K+] (potassium cyanate). The solvent is O (water), O (water), Cl (hydrochloric acid). Run at time 1 hour. Product: C(CC)N(C1CC2=C(C=CC=C2CC1)CCNC(=O)N)CCC (2-Dipropylamino-8-(2-ureido-ethyl)-1,2,3,4-tetrahydronaphthalene). As a reaction SMILES: [CH2:1]([N:4]([CH2:18][CH2:19][CH3:20])[CH:5]1[CH2:14][CH2:13][C:12]2[C:7](=[C:8]([CH2:15][CH2:16][NH2:17])[CH:9]=[CH:10][CH:11]=2)[CH2:6]1)[CH2:2][CH3:3].[O-:21][C:22]#[N:23].[K+]>O.Cl>[CH2:18]([N:4]([CH2:1][CH2:2][CH3:3])[CH:5]1[CH2:14][CH2:13][C:12]2[C:7](=[C:8]([CH2:15][CH2:16][NH:17][C:22]([NH2:23])=[O:21])[CH:9]=[CH:10][CH:11]=2)[CH2:6]1)[CH2:19][CH3:20] |f:1.2|. Procedure details: 1.1 g (4 mmol) of 2-dipropylamino-8-(2-aminoethyl)-1,2,3,4-tetrahydronaphthalene were dissolved in 8 ml of water and 8 ml of 1N hydrochloric acid, and heated to +60° C. A solution of 3.24 g (40 mmol) of potassium cyanate and 15 ml of water was added dropwise at this temperature. The mixture was stirred for 1 h at +60° C. The mixture was then cooled and filtered under suction. The product was recrystallized from petroleum ether/diisopropyl ether with activated charcoal.